Dataset: the Open Reaction Database (ORD), a public repository of structured organic reaction records. Task: describe an organic reaction: reactants, conditions, products, and yield Isolated yield 100.7%. The product is Cl.C(C)(C)OC(=O)NCC1NCCNC1 (2-isopropyloxycarbonylaminomethylpiperazine hydrochloride). Run in C(C)(=O)O (acetic acid). Starting materials: Cl.C(C1=CC=CC=C1)N1C(CN(CC1)CC1=CC=CC=C1)CNC(=O)OC(C)C (1,4-dibenzyl-2-isopropyloxycarbonylaminomethylpiperazine hydrochloride). Procedure: 32.3 g (71 mmol) of 1,4-dibenzyl-2-isopropyloxycarbonylaminomethylpiperazine hydrochloride are dissolved in 100 ml of acetic acid and 200 mg of palladium (10%) on charcoal are added. Using PARR apparatus, the suspension is stirred and heated at 60° C. under hydrogen pressure (2.7 bar) overnight. The catalyst is filtered off and the solvent is evaporated to give a compound which is crystallized from an ethanol/ether mixture (5/95 v/v) to give 17 g of 2-isopropyloxycarbonylaminomethylpiperazine hy... As a reaction SMILES: [ClH:1].C([N:9]1[CH2:14][CH2:13][N:12](CC2C=CC=CC=2)[CH2:11][CH:10]1[CH2:22][NH:23][C:24]([O:26][CH:27]([CH3:29])[CH3:28])=[O:25])C1C=CC=CC=1>C(O)(=O)C.[Pd]>[ClH:1].[CH:27]([O:26][C:24]([NH:23][CH2:22][CH:10]1[CH2:11][NH:12][CH2:13][CH2:14][NH:9]1)=[O:25])([CH3:29])[CH3:28] |f:0.1,4.5|. The reagents and catalysts are [Pd] (palladium). Run at temperature 60 celsius. Reactants: P(Cl)(Cl)(Cl)(Cl)Cl (PCl5), C(C1=CC=CC=C1)N1CCC(CC1)(C(=O)O)N (1-benzyl-4-amino-4-piperidinecarboxylic acid). Run in Cl (HCl), C(Cl)Cl (CH2Cl2), C(Cl)Cl (CH2Cl2), Cl (HCl). The product is Cl.Cl.C(C1=CC=CC=C1)N1CCC(CC1)(C(=O)Cl)N (1-Benzyl-4-amino-4-piperidinecarboxylic acid chloride dihydrochloride). As a reaction SMILES: [CH2:1]([N:8]1[CH2:13][CH2:12][C:11]([NH2:17])([C:14](O)=[O:15])[CH2:10][CH2:9]1)[C:2]1[CH:7]=[CH:6][CH:5]=[CH:4][CH:3]=1.P(Cl)(Cl)(Cl)(Cl)[Cl:19]>C(Cl)Cl.Cl>[ClH:19].[ClH:19].[CH2:1]([N:8]1[CH2:13][CH2:12][C:11]([NH2:17])([C:14]([Cl:19])=[O:15])[CH2:10][CH2:9]1)[C:2]1[CH:7]=[CH:6][CH:5]=[CH:4][CH:3]=1 |f:4.5.6|. Procedure details: HCl is passed into a suspension of 10 g of finely powdered 1-benzyl-4-amino-4-piperidinecarboxylic acid in 111 ml of CH2Cl2 at 0° C. for 1 hour. 26 g of PCl5 in 200 ml of CH2Cl2 are added in several portions to this mixture, with vigorous stirring and while passing in further HCl. After the mixture has been stirred at 0° C. for 4 hours, the reaction product is filtered off with suction over a glass frit, with exclusion of moisture, and washed thoroughly with petroleum ether (60°-80° C.) and CH2C...